From a dataset of the Open Reaction Database (ORD), a public repository of structured organic reaction records. describe an organic reaction: reactants, conditions, products, and yield The reactants are CCN=C=S, CCOC(C)=O, CN(C)C=O, Nc1nccs1. Product: CCNC(=S)Nc1nccs1. RXN SMILES: [CH2:1]([CH3:2])[N:3]=[C:4]=[S:5].[CH3:12][CH2:13][O:14][C:15](=[O:16])[CH3:17].[CH3:18][N:19]([CH3:20])[CH:21]=[O:22].[NH2:6][c:7]1[s:8][cH:9][cH:10][n:11]1>>[CH2:1]([CH3:2])[NH:3][C:4](=[S:5])[NH:6][c:7]1[s:8][cH:9][cH:10][n:11]1. The reactants are [O-][Cl+3]([O-])([O-])O, C1CCOC1, Oc1cccc2c1CC1OC1C2. Yields the product Oc1cccc2c1CC(O)C(O)C2. RXN SMILES: [Cl+3:13]([O-:14])([OH:15])([O-:16])[O-:17].[O:18]1[CH2:19][CH2:20][CH2:21][CH2:22]1.[O:1]1[CH:2]2[CH2:3][c:4]3[cH:5][cH:6][cH:7][c:8]([OH:12])[c:9]3[CH2:10][CH:11]12>>[OH:1][CH:11]1[CH:2]([OH:14])[CH2:3][c:4]2[cH:5][cH:6][cH:7][c:8]([OH:12])[c:9]2[CH2:10]1. Reactants: BrC=1C=NC(=NC1)C=1C=C(N)C=CC1 (3-(5-bromopyrimidin-2-yl)aniline), BrC=1C=NC(=NC1)C=1C=C(N)C=CC1 (3-(5-bromopyrimidin-2-yl)aniline), B(C1=CN(N=C1)C2CCN(CC2)C(=O)OC(C)(C)C)(O)O (1-(1-Boc-piperidino)pyrazole-4-boronic acid), C(=O)([O-])[O-].[K+].[K+] (K2CO3). The reagents and catalysts are C=1C=CC(=CC1)[P](C=2C=CC=CC2)(C=3C=CC=CC3)[Pd]([P](C=4C=CC=CC4)(C=5C=CC=CC5)C=6C=CC=CC6)([P](C=7C=CC=CC7)(C=8C=CC=CC8)C=9C=CC=CC9)[P](C=1C=CC=CC1)(C=1C=CC=CC1)C=1C=CC=CC1 (Pd(PPh3)4). The solvent is O1CCOCC1.O (dioxane water), CCOC(=O)C (EtOAc). Product: NC=1C=C(C=CC1)C1=NC=C(C=N1)C=1C=NN(C1)C1CCN(CC1)C(=O)OC(C)(C)C (tert-butyl 4-{4-[2-(3-aminophenyl)pyrimidin-5-yl]-1H-pyrazol-1-yl}piperidine-1-carboxylate). As a reaction SMILES: Br[C:2]1[CH:3]=[N:4][C:5]([C:8]2[CH:9]=[C:10]([CH:12]=[CH:13][CH:14]=2)[NH2:11])=[N:6][CH:7]=1.B(O)(O)[C:16]1[CH:20]=[N:19][N:18]([CH:21]2[CH2:26][CH2:25][N:24]([C:27]([O:29][C:30]([CH3:33])([CH3:32])[CH3:31])=[O:28])[CH2:23][CH2:22]2)[CH:17]=1.C([O-])([O-])=O.[K+].[K+]>O1CCOCC1.O.CCOC(C)=O.C1C=CC([P]([Pd]([P](C2C=CC=CC=2)(C2C=CC=CC=2)C2C=CC=CC=2)([P](C2C=CC=CC=2)(C2C=CC=CC=2)C2C=CC=CC=2)[P](C2C=CC=CC=2)(C2C=CC=CC=2)C2C=CC=CC=2)(C2C=CC=CC=2)C2C=CC=CC=2)=CC=1>[NH2:11][C:10]1[CH:9]=[C:8]([C:5]2[N:4]=[CH:3][C:2]([C:16]3[CH:20]=[N:19][N:18]([CH:21]4[CH2:22][CH2:23][N:24]([C:27]([O:29][C:30]([CH3:33])([CH3:32])[CH3:31])=[O:28])[CH2:25][CH2:26]4)[CH:17]=3)=[CH:7][N:6]=2)[CH:14]=[CH:13][CH:12]=1 |f:2.3.4,5.6,^1:58,60,79,98|. Procedure details: A mixture of 3-(5-bromopyrimidin-2-yl)aniline (intermediate 4, 220 mg; 0.88 mmol; 1.0 eq.), 1-(1-Boc-piperidino)pyrazole-4-boronic acid (389 mg; 1.3 mmol; 1.5 eq.), Pd(PPh3)4 (51 mg; 0.04 mmol; 0.05 eq.) and K2CO3 (365 mg; 2.6 mmol; 3.0 eq.) in dioxane/water (3.3: 1.65 mL) was heated at 12000 for 30 min in a sealed tube in MW. The reaction mixture was then diluted with EtOAc. The two phases were separated and aqueous phase was extracted with EtOAc. Combined organic phases were dried over magnesi... The reactants are ClC1=CC=C(N)C=C1 (4-chloroaniline), C(=C)S(=O)(=O)F (ethenesulfonyl fluoride), ClC1=CC=C(N)C=C1 (4-chloroaniline). Run in CN(C)C=O (DMF). Product: ClC1=CC=C(C=C1)NC=CS(=O)(=O)F (2-[(4-Chlorophenyl)amino]ethenesulfonyl Fluoride). Isolated yield 82.3%. Reaction SMILES: [Cl:1][C:2]1[CH:8]=[CH:7][C:5]([NH2:6])=[CH:4][CH:3]=1.[CH:9]([S:11]([F:14])(=[O:13])=[O:12])=[CH2:10]>CN(C=O)C>[Cl:1][C:2]1[CH:8]=[CH:7][C:5]([NH:6][CH:10]=[CH:9][S:11]([F:14])(=[O:13])=[O:12])=[CH:4][CH:3]=1. Procedure: To a DMF (50 mL) solution of 4-chloroaniline (3.0 g, 23.5 mmol) was added ethenesulfonyl fluoride (3.3 mL, 30 mmol). The solution was heated at 110° C. until the 4-chloroaniline was consumed (monitored by tlc). The orange solution was diluted with 1 liter of water and the resulting oily precipitate was extracted into ether. The combined organic layers was washed with water and brine and dried (MgSO4). After the ether had been removed by distillation, the brown residue afforded the title compound... Starting materials: [H-].[Na+] (Sodium hydride), C(C)(C)(C)C=1N=C(SC1)C=1OC2=C(C1)C=C(C=C2)CCl (4-tert-butyl-2-[5-(chloromethyl)benzofuran-2-yl]thiazole), N1C=CC2=CC=C(C=C12)C(=O)OC (methyl indole-6-carboxylate), [I-].[K+] (potassium iodide), ice water. Solvent: CN(C=O)C (N,N-dimethylformamide). Yields the product C(C)(C)(C)C=1N=C(SC1)C=1OC2=C(C1)C=C(C=C2)CN2C=CC1=CC=C(C=C21)C(=O)OC (methyl 1-{[2-(4-tert-butylthiazol-2-yl)benzofuran-5-yl]methyl}indole-6-carboxylate). The yield is 68.8%. As a reaction SMILES: [H-].[Na+].[C:3]([C:7]1[N:8]=[C:9]([C:12]2[O:13][C:14]3[CH:20]=[CH:19][C:18]([CH2:21]Cl)=[CH:17][C:15]=3[CH:16]=2)[S:10][CH:11]=1)([CH3:6])([CH3:5])[CH3:4].[NH:23]1[C:31]2[C:26](=[CH:27][CH:28]=[C:29]([C:32]([O:34][CH3:35])=[O:33])[CH:30]=2)[CH:25]=[CH:24]1.[I-].[K+]>CN(C)C=O>[C:3]([C:7]1[N:8]=[C:9]([C:12]2[O:13][C:14]3[CH:20]=[CH:19][C:18]([CH2:21][N:23]4[C:31]5[C:26](=[CH:27][CH:28]=[C:29]([C:32]([O:34][CH3:35])=[O:33])[CH:30]=5)[CH:25]=[CH:24]4)=[CH:17][C:15]=3[CH:16]=2)[S:10][CH:11]=1)([CH3:6])([CH3:5])[CH3:4] |f:0.1,4.5|. Reported procedure: Sodium hydride (84 mg, 60% in mineral oil) was added to a mixture of 4-tert-butyl-2-[5-(chloromethyl)benzofuran-2-yl]thiazole (0.40 g), methyl indole-6-carboxylate (0.28 g) and potassium iodide (0.22 g) in N,N-dimethylformamide (3 ml) and the mixture was stirred at room temperature. After being stirred at room temperature for 5 hours, the mixture was poured into ice-water and extracted with ethyl acetate. The extract was washed with water and brine, dried over magnesium sulfate and evaporated un... Starting materials: CNC(C1=CC(=CC(=C1)[N+](=O)[O-])N1CCOCC1)=O (N-methyl-3-morpholino-5-nitrobenzamide). Reagents/catalysts: [Pd] (palladium on carbon). The solvent is CO (methanol). The product is NC=1C=C(C(=O)NC)C=C(C1)N1CCOCC1 (3-amino-N-methyl-5-morpholinobenzamide). RXN SMILES: [CH3:1][NH:2][C:3](=[O:19])[C:4]1[CH:9]=[C:8]([N+:10]([O-])=O)[CH:7]=[C:6]([N:13]2[CH2:18][CH2:17][O:16][CH2:15][CH2:14]2)[CH:5]=1>[Pd].CO>[NH2:10][C:8]1[CH:9]=[C:4]([CH:5]=[C:6]([N:13]2[CH2:14][CH2:15][O:16][CH2:17][CH2:18]2)[CH:7]=1)[C:3]([NH:2][CH3:1])=[O:19]. Reported procedure: Prepared according to Procedure V using N-methyl-3-morpholino-5-nitrobenzamide (0.183 g, 0.690 mmol), 10% palladium on carbon (0.011 g, 0.103 mmol), and methanol (3 mL) to afford 3-amino-N-methyl-5-morpholinobenzamide as a beige amorphous solid. Mass Spectrum (ESI) m/e=236.2 (M+1). Starting materials: Cl (HCl), C[Si](OC=C(O[Si](C)(C)C)O[Si](C)(C)C)(C)C (tris(trimethylsiloxy)ethylene), C(C(=O)Cl)(=O)Cl (Oxalyl chloride), ClC=1C=C(C=CC1)[C@H]1C[C@](C(N([C@@H]1C1=CC=C(C=C1)Cl)[C@H](CS(=O)(=O)CC)C1CC1)=O)(C)CC(=O)O (2-((3R,5R,6S)-5-(3-chlorophenyl)-6-(4-chlorophenyl)-1-((S)-1-cyclopropyl-2-(ethylsulfonyl)ethyl)-3-methyl-2-oxopiperidin-3-yl)acetic acid). The solvent is C1CCOC1 (THF), ClCCl (dichloromethane), O (water). Run at time 3 hour. Product: ClC=1C=C(C=CC1)[C@H]1C[C@](C(N([C@@H]1C1=CC=C(C=C1)Cl)[C@H](CS(=O)(=O)CC)C1CC1)=O)(C)CC(CO)=O ((3R,5R,6S)-5-(3-Chlorophenyl)-6-(4-chlorophenyl)-1-((S)-1-cyclopropyl-2-(ethylsulfonyl)ethyl)-3-(3-hydroxy-2-oxopropyl)-3-methylpiperidin-2-one). RXN SMILES: [C:1](Cl)(=[O:5])[C:2](Cl)=[O:3].[Cl:7][C:8]1[CH:9]=[C:10]([C@@H:14]2[C@@H:19]([C:20]3[CH:25]=[CH:24][C:23]([Cl:26])=[CH:22][CH:21]=3)[N:18]([C@@H:27]([CH:34]3[CH2:36][CH2:35]3)[CH2:28][S:29]([CH2:32][CH3:33])(=[O:31])=[O:30])[C:17](=[O:37])[C@:16]([CH2:39]C(O)=O)([CH3:38])[CH2:15]2)[CH:11]=[CH:12][CH:13]=1.C[Si](C)(C)OC=C(O[Si](C)(C)C)O[Si](C)(C)C.Cl>ClCCl.O.C1COCC1>[Cl:7][C:8]1[CH:9]=[C:10]([C@@H:14]2[C@@H:19]([C:20]3[CH:25]=[CH:24][C:23]([Cl:26])=[CH:22][CH:21]=3)[N:18]([C@@H:27]([CH:34]3[CH2:36][CH2:35]3)[CH2:28][S:29]([CH2:32][CH3:33])(=[O:30])=[O:31])[C:17](=[O:37])[C@:16]([CH2:38][C:1](=[O:5])[CH2:2][OH:3])([CH3:39])[CH2:15]2)[CH:11]=[CH:12][CH:13]=1. Procedure: Oxalyl chloride (0.063 ml, 0.715 mmol) was added to a solution of 2-((3R,5R,6S)-5-(3-chlorophenyl)-6-(4-chlorophenyl)-1-((S)-1-cyclopropyl-2-(ethylsulfonyl)ethyl)-3-methyl-2-oxopiperidin-3-yl)acetic acid (Example 349, 0.316 g, 0.572 mmol) in dichloromethane (1.9 ml). The reaction was stirred for 3 h at room temperature. The solvents were removed in vacuo. To the solids was added tris(trimethylsiloxy)ethylene (0.42 ml, 1.26 mmol) and the reaction was stirred at 90° C. After 2 h, the reaction was ... Reactants: CC(C)(C)OC(=O)NC(Cc1ccc2ccccc2c1)c1nc(C(N)=O)c(-c2ccccc2)s1, ClCCl, O=C(O)C(F)(F)F. Yields the product NC(=O)c1nc(C(N)Cc2ccc3ccccc3c2)sc1-c1ccccc1. Reaction SMILES: [C:1]([O:2][C:3](=[O:4])[NH:8][CH:9]([CH2:10][c:11]1[cH:12][c:13]2[cH:14][cH:15][cH:16][cH:17][c:18]2[cH:19][cH:20]1)[c:21]1[s:22][c:23](-[c:29]2[cH:30][cH:31][cH:32][cH:33][cH:34]2)[c:24]([C:26](=[O:27])[NH2:28])[n:25]1)([CH3:5])([CH3:6])[CH3:7].[CH2:42]([Cl:43])[Cl:44].[OH:35][C:36]([C:37]([F:38])([F:39])[F:40])=[O:41]>>[NH2:8][CH:9]([CH2:10][c:11]1[cH:12][c:13]2[cH:14][cH:15][cH:16][cH:17][c:18]2[cH:19][cH:20]1)[c:21]1[s:22][c:23](-[c:29]2[cH:30][cH:31][cH:32][cH:33][cH:34]2)[c:24]([C:26](=[O:27])[NH2:28])[n:25]1. Starting materials: C(C)(C)(C)OC(=O)N1CC2=CC(=CC=C2CC1)O (7-hydroxy-1,2,3,4-tetrahydroisoquinoline-2-carboxylic acid tert-butyl ester), [H-].[Na+] (sodium hydride), O (water), CSCCl (chloromethyl methyl sulfide). Solvent: CN(C=O)C (dirnethylformamide). Run at time 30 minute. Product: C(C)(C)(C)OC(=O)N1CC2=CC(=CC=C2CC1)OCSC (7-Methylthiomethoxy-1,2,3,4-tetrahydroisoquinoline-2-carboxylic Acid tert-Butyl Ester). As a reaction SMILES: [C:1]([O:5][C:6]([N:8]1[CH2:17][CH2:16][C:15]2[C:10](=[CH:11][C:12]([OH:18])=[CH:13][CH:14]=2)[CH2:9]1)=[O:7])([CH3:4])([CH3:3])[CH3:2].[H-].[Na+].[CH3:21][S:22][CH2:23]Cl.O>CN(C)C=O>[C:1]([O:5][C:6]([N:8]1[CH2:17][CH2:16][C:15]2[C:10](=[CH:11][C:12]([O:18][CH2:21][S:22][CH3:23])=[CH:13][CH:14]=2)[CH2:9]1)=[O:7])([CH3:4])([CH3:2])[CH3:3] |f:1.2|. Reported procedure: To a solution of 7-hydroxy-1,2,3,4-tetrahydroisoquinoline-2-carboxylic acid tert-butyl ester (13 g) in dirnethylformamide (100 ml) was added 60% sodium hydride (2.5 g) under an argon atmosphere, and the mixture was stirred at room temperature for 30 minutes. Then, chloromethyl methyl sulfide (5.2 ml) was dropwise added with ice-cooling, and the mixture was stirred at room temperature overnight. After completion of the reaction, the reaction mixture was poured into water, extracted with ethyl ace...